From a dataset of the Open Reaction Database (ORD), a public repository of structured organic reaction records. describe an organic reaction: reactants, conditions, products, and yield Starting materials: C(C)(=O)C=1C(=C(NC(=O)C2=NN=NN2CC2=CC=C(C=C2)OC)C=C(C1)[N+](=O)[O-])O (3'-acetyl-2'-hydroxy-1-(4-methoxybenzyl)-5'-nitro-1H-tetrazole-5-carboxanilide), Cl (hydrogen chloride). Reagents/catalysts: [Pd] (palladium on charcoal). Solvent: C(C)O (ethanol). Conditions: time 150 minute. The product is Cl.C(C)(=O)C=1C(=C(NC(=O)C2=NN=NN2CC2=CC=C(C=C2)OC)C=C(C1)N)O (3'-acetyl-5'-amino-2'-hydroxy-1-(4-methoxybenzyl)-1H-tetrazole-5-carboxanilide hydrochloride). Reaction SMILES: [C:1]([C:4]1[C:5]([OH:30])=[C:6]([CH:24]=[C:25]([N+:27]([O-])=O)[CH:26]=1)[NH:7][C:8]([C:10]1[N:14]([CH2:15][C:16]2[CH:21]=[CH:20][C:19]([O:22][CH3:23])=[CH:18][CH:17]=2)[N:13]=[N:12][N:11]=1)=[O:9])(=[O:3])[CH3:2].[ClH:31]>C(O)C.[Pd]>[ClH:31].[C:1]([C:4]1[C:5]([OH:30])=[C:6]([CH:24]=[C:25]([NH2:27])[CH:26]=1)[NH:7][C:8]([C:10]1[N:14]([CH2:15][C:16]2[CH:17]=[CH:18][C:19]([O:22][CH3:23])=[CH:20][CH:21]=2)[N:13]=[N:12][N:11]=1)=[O:9])(=[O:3])[CH3:2] |f:4.5|. Reported procedure: A solution of 3'-acetyl-2'-hydroxy-1-(4-methoxybenzyl)-5'-nitro-1H-tetrazole-5-carboxanilide (2.06 g) in a solution of hydrogen chloride in ethanol (0.36 N; 60 ml) was hydrogenated at atmospheric pressure and at 25° C., using a 5% w/w palladium on charcoal catalyst (0.5 g), during a period of 150 minutes. The catalyst was then filtered off and the filtrate was evaporated in vacuo. The resulting residue was recrystallised from ethanol to give 3'-acetyl-5'-amino-2'-hydroxy-1-(4-methoxybenzyl)-1H-t... Starting materials: OC1=CC=C(C(C(=O)O)O)C=C1 (p-hydroxymandelic acid), [OH-].[Na+] (sodium hydroxide). The solvent is C(C(C)C)C(=O)C (methyl isobutyl ketone). Run at temperature 20 celsius. Product: OC1=CC=C(C(C(=O)[O-])O)C=C1.[Na+] (Sodium p-Hydroxymandelate). Reaction SMILES: [OH:1][C:2]1[CH:12]=[CH:11][C:5]([CH:6]([OH:10])[C:7]([OH:9])=[O:8])=[CH:4][CH:3]=1.[OH-].[Na+:14]>C(C(C)=O)C(C)C>[OH:1][C:2]1[CH:12]=[CH:11][C:5]([CH:6]([OH:10])[C:7]([O-:9])=[O:8])=[CH:4][CH:3]=1.[Na+:14] |f:1.2,4.5|. Procedure: The procedure of Example 1 was repeated except that the organic phase containing p-hydroxymandelic acid was treated with a molar equivalent of sodium hydroxide as a 50% w/w aqueous solution. The caustic solution was added over one hour during which time the methyl isobutyl ketone solution was maintained at about 20° C. with cooling. The precipitate of sodium p-hydroxymandelate monohydrate was filtered off and suctioned as dry as possible before drying under vacuum at 40° C. Starting materials: CC(C)=O, NC(=O)c1ccccc1O, O=S(=O)(O)O. Yields the product CC1(C)NC(=O)c2ccccc2O1. Reaction SMILES: [CH3:16][C:17]([CH3:18])=[O:19].[NH2:1][C:2](=[O:3])[c:4]1[cH:5][cH:6][cH:7][cH:8][c:9]1[OH:10].[S:11](=[O:12])(=[O:13])([OH:14])[OH:15]>>[NH:1]1[C:2](=[O:3])[c:4]2[cH:5][cH:6][cH:7][cH:8][c:9]2[O:10][C:17]1([CH3:16])[CH3:18]. The reactants are ClCCCl, N#Cc1cccc2c(=O)[nH]ccc12, O=P(Br)(Br)Br. Product: N#Cc1cccc2c(Br)nccc12. Reaction SMILES: [Cl:19][CH2:20][CH2:21][Cl:22].[O:6]=[c:7]1[nH:8][cH:9][cH:10][c:11]2[c:12]([C:17]#[N:18])[cH:13][cH:14][cH:15][c:16]12.[P:1]([Br:2])([Br:3])([Br:4])=[O:5]>>[Br:3][c:7]1[n:8][cH:9][cH:10][c:11]2[c:12]([C:17]#[N:18])[cH:13][cH:14][cH:15][c:16]12.